From a dataset of the Open Reaction Database (ORD), a public repository of structured organic reaction records. describe an organic reaction: reactants, conditions, products, and yield Product: C1(=CC=CC=C1)S(=O)(=O)CCCOC1=CC=2C=C3C(=NC2C=C1)NC(N3)=O (1,3-Dihydro-7-[3-(phenylsulfonyl)propoxy]-2H-imidazo[4,5-b]quinolin-2-one). Starting materials: ClC1=CC=C(C=C1)S(=O)(=O)CCCOC1=CC=2C=C3C(=NC2C=C1)NC(N3)=O (1,3-Dihydro-7-[3-[(4-chlorophenyl)sulfonyl]propoxy]-2H-imidazo[4,5-b]quinolin-2-one), [N+](=O)([O-])C1=C(C=C(C=C1)OCCCS(=O)(=O)C1=CC=C(C=C1)Cl)C=C1C(NC(N1)=O)=O (5-[[2-nitro-5-[3-[(4-chlorophenyl)sulfonyl]propoxy]phenyl]methylene]-2,4-imidazolidinedione). RXN SMILES: Cl[C:2]1[CH:7]=[CH:6][C:5]([S:8]([CH2:11][CH2:12][CH2:13][O:14][C:15]2[CH:24]=[CH:23][C:22]3[N:21]=[C:20]4[NH:25][C:26](=[O:28])[NH:27][C:19]4=[CH:18][C:17]=3[CH:16]=2)(=[O:10])=[O:9])=[CH:4][CH:3]=1.[N+](C1C=CC(OCCCS(C2C=CC(Cl)=CC=2)(=O)=O)=CC=1C=C1NC(=O)NC1=O)([O-])=O>>[C:5]1([S:8]([CH2:11][CH2:12][CH2:13][O:14][C:15]2[CH:24]=[CH:23][C:22]3[N:21]=[C:20]4[NH:25][C:26](=[O:28])[NH:27][C:19]4=[CH:18][C:17]=3[CH:16]=2)(=[O:10])=[O:9])[CH:4]=[CH:3][CH:2]=[CH:7][CH:6]=1. Reported procedure: 1,3-Dihydro-7-[3-[(4-chlorophenyl)sulfonyl]propoxy]-2H-imidazo[4,5-b]quinolin-2-one was analogously prepared from 5-[[2-nitro-5-[3-[(4-chlorophenyl)sulfonyl]propoxy]phenyl]methylene]-2,4-imidazolidinedione. The reactants are CC(=O)O, C1CCOC1, CC(=O)OC(C)=O, NC(=NO)c1c(F)ccc(OCc2nc(-c3ccc(Cl)cc3)ns2)c1F. The product is N=C(N)c1c(F)ccc(OCc2nc(-c3ccc(Cl)cc3)ns2)c1F. As a reaction SMILES: [C:39]([OH:40])(=[O:41])[CH3:42].[CH2:34]1[O:35][CH2:36][CH2:37][CH2:38]1.[CH3:27][C:28]([O:29][C:30](=[O:31])[CH3:32])=[O:33].[Cl:1][c:2]1[cH:3][cH:4][c:5](-[c:8]2[n:9][s:10][c:11]([CH2:13][O:14][c:15]3[c:16]([F:26])[c:17]([C:18]([NH2:19])=[N:20][OH:21])[c:22]([F:25])[cH:23][cH:24]3)[n:12]2)[cH:6][cH:7]1>>[Cl:1][c:2]1[cH:3][cH:4][c:5](-[c:8]2[n:9][s:10][c:11]([CH2:13][O:14][c:15]3[c:16]([F:26])[c:17]([C:18](=[NH:19])[NH2:20])[c:22]([F:25])[cH:23][cH:24]3)[n:12]2)[cH:6][cH:7]1. Reactants: COC(=O)c1ccc(OC)c2c1c1ccccc1n2Cc1ccc(F)cc1, CO, [Na+], [OH-]. The product is COc1ccc(C(=O)O)c2c3ccccc3n(Cc3ccc(F)cc3)c12. Reaction SMILES: [CH3:1][O:2][C:3](=[O:4])[c:5]1[cH:6][cH:7][c:8]([O:26][CH3:27])[c:9]2[n:10]([CH2:18][c:19]3[cH:20][cH:21][c:22]([F:25])[cH:23][cH:24]3)[c:11]3[cH:12][cH:13][cH:14][cH:15][c:16]3[c:17]12.[CH3:30][OH:31].[Na+:29].[OH-:28]>>[O:2]=[C:3]([OH:4])[c:5]1[cH:6][cH:7][c:8]([O:26][CH3:27])[c:9]2[n:10]([CH2:18][c:19]3[cH:20][cH:21][c:22]([F:25])[cH:23][cH:24]3)[c:11]3[cH:12][cH:13][cH:14][cH:15][c:16]3[c:17]12. The reactants are CC=1N=C(SC1)NC1=NC=CC(=C1)OC1CCN(CC1)C(=O)OC(C)(C)C (tert-butyl 4-(2-(4-methylthiazol-2-ylamino)pyridin-4-yloxy)piperidine-1-carboxylate), FC(C(=O)O)(F)F (2,2,2-trifluoroacetic acid). Solvent: ClCCl (dichloromethane). Conditions: time 2 hour. The product is OC(=O)C(F)(F)F.CC=1N=C(SC1)NC1=NC=CC(=C1)OC1CCNCC1 (4-methyl-N-(4-(piperidin-4-yloxy)pyridin-2-yl)thiazol-2-amine TFA salt). Isolated yield 103.0%. As a reaction SMILES: [CH3:1][C:2]1[N:3]=[C:4]([NH:7][C:8]2[CH:13]=[C:12]([O:14][CH:15]3[CH2:20][CH2:19][N:18](C(OC(C)(C)C)=O)[CH2:17][CH2:16]3)[CH:11]=[CH:10][N:9]=2)[S:5][CH:6]=1.[F:28][C:29]([F:34])([F:33])[C:30]([OH:32])=[O:31]>ClCCl>[OH:32][C:30]([C:29]([F:34])([F:33])[F:28])=[O:31].[CH3:1][C:2]1[N:3]=[C:4]([NH:7][C:8]2[CH:13]=[C:12]([O:14][CH:15]3[CH2:20][CH2:19][NH:18][CH2:17][CH2:16]3)[CH:11]=[CH:10][N:9]=2)[S:5][CH:6]=1 |f:3.4|. Procedure details: A 100 mL round bottom flask was charged with tert-butyl 4-(2-(4-methylthiazol-2-ylamino)pyridin-4-yloxy)piperidine-1-carboxylate (1.50 g, 3.84 mmol) in dichloromethane (10 mL) and added 2,2,2-trifluoroacetic acid (0.888 mL, 11.5 mmol). The reaction mixture was stirred at room temperature for 2 hours, then concentrated to provide 4-methyl-N-(4-(piperidin-4-yloxy)pyridin-2-yl)thiazol-2-amine TFA salt (1.6 g, 100%) as a light yellow solid. 1H NMR (DMSO) δ 8.53 (bs, 2H), 8.15 (d, 1H), 6.67 (dd, 1H),... Reactants: ClC=1C=NC=C(C1)C(F)(F)F (3-chloro-5-(trifluoromethyl)pyridine), C1(=CC=CC=C1)CO (phenylmethanol). Run in O (water), CN(C=O)C (N,N-dimethylformamide). Conditions: temperature 40 celsius, time 2 hour. Product: C(C1=CC=CC=C1)OC=1C=NC=C(C1)C(F)(F)F (3-(benzyloxy)-5-(trifluoromethyl)pyridine). Reaction SMILES: Cl[C:2]1[CH:3]=[N:4][CH:5]=[C:6]([C:8]([F:11])([F:10])[F:9])[CH:7]=1.[C:12]1([CH2:18][OH:19])[CH:17]=[CH:16][CH:15]=[CH:14][CH:13]=1>CN(C)C=O.O>[CH2:18]([O:19][C:2]1[CH:3]=[N:4][CH:5]=[C:6]([C:8]([F:11])([F:10])[F:9])[CH:7]=1)[C:12]1[CH:17]=[CH:16][CH:15]=[CH:14][CH:13]=1. Reported procedure: To a solution of 3-chloro-5-(trifluoromethyl)pyridine (10.0 g, 55.1 mmol) in N,N-dimethylformamide (DMF) (150 mL) was added dropwise phenylmethanol (5.96 g, 55.1 mmol) under nitrogen at rt. The reaction mixture was stirred at 40° C. for 2 h, diluted with water (300 mL) and extracted with ethyl acetate (300 mL×3). Combined organic parts were washed with brine, dried over anhydrous Na2SO4 and concentrated. The crude product (100 g) was used into next step without further purification. Yield: 101.1%. RXN SMILES: [Cl:1][C:2]1[CH:3]=[C:4]([N+:9]([O-:11])=[O:10])[CH:5]=[CH:6][C:7]=1F.Cl.[CH3:13][NH:14][CH3:15].C([O-])([O-])=O.[K+].[K+]>O>[Cl:1][C:2]1[CH:3]=[C:4]([N+:9]([O-:11])=[O:10])[CH:5]=[CH:6][C:7]=1[N:14]([CH3:15])[CH3:13] |f:1.2,3.4.5|. Yields the product ClC=1C=C(C=CC1N(C)C)[N+](=O)[O-] (3-chloro-4-(dimethylamino) nitrobenzene). The solvent is O (water). Procedure: A solution of 3-chloro-4-fluoronitrobenzene (3.0 g, 17.1 mmol), dimethylamine hydrochloride (1.53 g, 18.8 mmol) and K2CO3 (4.96 g, 35.9 mmol) in Me2SO (20 mL) was heated in a sealed tube at 105° C. for 18 h. On cooling the reaction mixture was poured into water (200 mL) and extracted with EtOAc. The combined organics were washed with brine, dried on MgSO4, filtered, and evaporated to give 3.47 g of 3-chloro-4-(dimethylamino) nitrobenzene as a yellow solid. An aliquot of this (3.4 g, 16.95 mmol) ... Reactants: ClC=1C=C(C=CC1F)[N+](=O)[O-] (3-chloro-4-fluoronitrobenzene), Cl.CNC (dimethylamine hydrochloride), C(=O)([O-])[O-].[K+].[K+] (K2CO3). Reactants: CCO, NN, N#Cc1cnc2ccc([N+](=O)[O-])cc2c1Nc1ccc2[nH]ccc2c1. The product is N#Cc1cnc2ccc(N)cc2c1Nc1ccc2[nH]ccc2c1. RXN SMILES: [CH3:28][CH2:29][OH:30].[NH2:26][NH2:27].[nH:1]1[cH:2][cH:3][c:4]2[cH:5][c:6]([NH:10][c:11]3[c:12]([C:24]#[N:25])[cH:13][n:14][c:15]4[cH:16][cH:17][c:18]([N+:21]([O-:22])=[O:23])[cH:19][c:20]34)[cH:7][cH:8][c:9]12>>[nH:1]1[cH:2][cH:3][c:4]2[cH:5][c:6]([NH:10][c:11]3[c:12]([C:24]#[N:25])[cH:13][n:14][c:15]4[cH:16][cH:17][c:18]([NH2:21])[cH:19][c:20]34)[cH:7][cH:8][c:9]12.